describe an organic reaction: reactants, conditions, products, and yield From a dataset of the Open Reaction Database (ORD), a public repository of structured organic reaction records. The reactants are C[Zn]C, COCOc1c(F)cc(C(=O)OC)cc1Br, CO, C1COCCO1. Product: COCOc1c(C)cc(C(=O)OC)cc1F. Reaction SMILES: [CH3:17][Zn:18][CH3:19].[CH3:1][O:2][C:3]([c:4]1[cH:5][c:6]([Br:15])[c:7]([O:11][CH2:12][O:13][CH3:14])[c:8]([F:10])[cH:9]1)=[O:16].[CH3:20][OH:21].[O:22]1[CH2:23][CH2:24][O:25][CH2:26][CH2:27]1>>[CH3:1][O:2][C:3]([c:4]1[cH:5][c:6]([CH3:17])[c:7]([O:11][CH2:12][O:13][CH3:14])[c:8]([F:10])[cH:9]1)=[O:16]. RXN SMILES: [CH3:26][OH:27].[CH3:3][O:4][c:5]1[cH:6][c:7]([S:11][CH2:12][c:13]2[c:14]([C:15](=[O:16])[O:17][CH3:18])[c:19]([N+:23](=[O:24])[O-:25])[cH:20][cH:21][cH:22]2)[cH:8][cH:9][cH:10]1.[Na+:2].[OH-:1]>>[CH3:3][O:4][c:5]1[cH:6][c:7]([S:11][CH2:12][c:13]2[c:14]([C:15](=[O:16])[OH:17])[c:19]([N+:23](=[O:24])[O-:25])[cH:20][cH:21][cH:22]2)[cH:8][cH:9][cH:10]1. Reactants: CO, COC(=O)c1c(CSc2cccc(OC)c2)cccc1[N+](=O)[O-], [Na+], [OH-]. Product: COc1cccc(SCc2cccc([N+](=O)[O-])c2C(=O)O)c1.